From a dataset of the Open Reaction Database (ORD), a public repository of structured organic reaction records. describe an organic reaction: reactants, conditions, products, and yield Starting materials: CC(C)(C)OC(=O)N1CCCC(C(=O)O)C1, [Li]CCCC, CN(C)C=O, [Cl-], O=C(Cl)C(=O)Cl, ClCCl, [H-], Nc1ccccc1, [NH4+], [Na+], C1CCOC1. Yields the product CC(C)(C)OC(=O)N1CCCC(C(=O)Nc2ccccc2)C1. As a reaction SMILES: [C:1]([CH3:2])([CH3:3])([CH3:4])[O:5][C:6](=[O:7])[N:8]1[CH2:9][CH:10]([C:14](=[O:15])[OH:16])[CH2:11][CH2:12][CH2:13]1.[CH2:32]([Li:33])[CH2:34][CH2:35][CH3:36].[CH3:47][N:48]([CH3:49])[CH:50]=[O:51].[Cl-:37].[Cl:19][C:20]([C:21]([Cl:22])=[O:23])=[O:24].[Cl:39][CH2:40][Cl:41].[H-:17].[NH2:25][c:26]1[cH:27][cH:28][cH:29][cH:30][cH:31]1.[NH4+:38].[Na+:18].[O:42]1[CH2:43][CH2:44][CH2:45][CH2:46]1>>[C:1]([CH3:2])([CH3:3])([CH3:4])[O:5][C:6](=[O:7])[N:8]1[CH2:9][CH:10]([C:14](=[O:16])[NH:25][c:26]2[cH:27][cH:28][cH:29][cH:30][cH:31]2)[CH2:11][CH2:12][CH2:13]1. Reactants: C1CCOC1, COC(=O)CCCCc1nc(-c2ccccc2N)co1, CS(=O)(=O)Cl, c1ccncc1. The product is COC(=O)CCCCc1nc(-c2ccccc2NS(C)(=O)=O)co1. RXN SMILES: [CH2:32]1[O:33][CH2:34][CH2:35][CH2:36]1.[CH3:1][O:2][C:3]([CH2:4][CH2:5][CH2:6][CH2:7][c:8]1[o:9][cH:10][c:11](-[c:13]2[c:14]([NH2:19])[cH:15][cH:16][cH:17][cH:18]2)[n:12]1)=[O:20].[CH3:27][S:28]([Cl:29])(=[O:30])=[O:31].[cH:21]1[cH:22][cH:23][n:24][cH:25][cH:26]1>>[CH3:1][O:2][C:3]([CH2:4][CH2:5][CH2:6][CH2:7][c:8]1[o:9][cH:10][c:11](-[c:13]2[c:14]([NH:19][S:28]([CH3:27])(=[O:30])=[O:31])[cH:15][cH:16][cH:17][cH:18]2)[n:12]1)=[O:20].